From a dataset of the Open Reaction Database (ORD), a public repository of structured organic reaction records. describe an organic reaction: reactants, conditions, products, and yield Starting materials: [Cl-].C(CCCCCCC\C=C/CCCCCCCC)C[NH2+]CC(O)O (oleylmethyldihydroxyethylammonium chloride), C(=O)[O-].[K+] (potassium formate). Solvent: C(C)(C)O (isopropyl alcohol). Yields the product C(=O)[O-].C(CCCCCCC\C=C/CCCCCCCC)C[NH2+]CC(O)O (oleylmethyldihydroxyethylammonium formate). The yield is 189.3%. RXN SMILES: [Cl-].[CH2:2]([CH2:20][NH2+:21][CH2:22][CH:23]([OH:25])[OH:24])[CH2:3][CH2:4][CH2:5][CH2:6][CH2:7][CH2:8][CH2:9]/[CH:10]=[CH:11]\[CH2:12][CH2:13][CH2:14][CH2:15][CH2:16][CH2:17][CH2:18][CH3:19].C([O-])=O.[K+]>C(O)(C)C>[CH:23]([O-:25])=[O:24].[CH2:2]([CH2:20][NH2+:21][CH2:22][CH:23]([OH:25])[OH:24])[CH2:3][CH2:4][CH2:5][CH2:6][CH2:7][CH2:8][CH2:9]/[CH:10]=[CH:11]\[CH2:12][CH2:13][CH2:14][CH2:15][CH2:16][CH2:17][CH2:18][CH3:19] |f:0.1,2.3,5.6|. Procedure details: A four-necked flask fitted with stirrer and condenser means was charged with 40.5 g of oleylmethyldihydroxyethylammonium chloride, 10 g of potassium formate and 150 g of isopropyl alcohol and the reaction was conducted at 75°-80° C. in an atmosphere of nitrogen gas introduced at a low flow rate for 8 hours. The precipitate was then collected by filtration and washed with 50 ml of isopropyl alcohol. The filtrate and the washings were combined and concentrated under reduced pressure. The residue w...